The task is: describe an organic reaction: reactants, conditions, products, and yield. This data is from the Open Reaction Database (ORD), a public repository of structured organic reaction records. Reactants: CC1=C(C=CC=C1)C1=NC2=CC(=CC=C2C(=C1)C(=O)NC(=N)N)OCOC (2-(2'-Methylphenyl)-7-methoxymethyloxyquinoline-4-carbonylguanidine), Cl (hydrochloric acid), [OH-].[Na+] (sodium hydroxide). Solvent: C(C)(C)O (isopropyl alcohol). Product: CC1=C(C=CC=C1)C1=NC2=CC(=CC=C2C(=C1)C(=O)NC(=N)N)O (2-(2'-methylphenyl)-7-hydroxyquinoline-4-carbonylguanidine). Isolated yield 50.6%. Reaction SMILES: [CH3:1][C:2]1[CH:7]=[CH:6][CH:5]=[CH:4][C:3]=1[C:8]1[CH:17]=[C:16]([C:18]([NH:20][C:21]([NH2:23])=[NH:22])=[O:19])[C:15]2[C:10](=[CH:11][C:12]([O:24]COC)=[CH:13][CH:14]=2)[N:9]=1.Cl.[OH-].[Na+]>C(O)(C)C>[CH3:1][C:2]1[CH:7]=[CH:6][CH:5]=[CH:4][C:3]=1[C:8]1[CH:17]=[C:16]([C:18]([NH:20][C:21]([NH2:23])=[NH:22])=[O:19])[C:15]2[C:10](=[CH:11][C:12]([OH:24])=[CH:13][CH:14]=2)[N:9]=1 |f:2.3|. Reported procedure: 2-(2'-Methylphenyl)-7-methoxymethyloxyquinoline-4-carbonylguanidine (0.9 g) formed in Example 45 was heat-stirred in 20 ml (0.5M) of an isopropyl alcohol solution of hydrochloric acid at approximately 60° C. for 3.5 hours. The reaction mixture was allowed to cool, then neutralized with a 5% sodium hydroxide aqueous solution, and concentrated. The residue was filtered, and the crystals obtained were washed with water, and dried to obtain 0.40 g of the above-mentioned compound as a brown crystal. ... Reactants: C(C1=CC=CC=C1)N1CCC(CC1)N(C(CC)=O)C (N-(1-benzylpiperid-4-yl)-N-methylpropionamide). The reagents and catalysts are [OH-].[Pd+2].[OH-] (palladium hydroxide). Solvent: C(C)O (ethanol). Product: N1CCC(CC1)N(C(CC)=O)C (N-piperid-4-yl-N-methylpropionamide). The yield is 60.0%. As a reaction SMILES: C([N:8]1[CH2:13][CH2:12][CH:11]([N:14]([CH3:19])[C:15](=[O:18])[CH2:16][CH3:17])[CH2:10][CH2:9]1)C1C=CC=CC=1>C(O)C.[OH-].[Pd+2].[OH-]>[NH:8]1[CH2:13][CH2:12][CH:11]([N:14]([CH3:19])[C:15](=[O:18])[CH2:16][CH3:17])[CH2:10][CH2:9]1 |f:2.3.4|. Procedure details: 31 g of the amine obtained in Stage B are hydrogenated in 350 ml of ethanol with 1 g of palladium hydroxide at atmospheric pressure and room temperature. The mixture is filtered and evaporated to yield the desired product in the form of an oil. Reactants: COc1ccccc1, O=C(O)C(F)(F)F, COc1ccc(Cn2cc(-c3cccc(CO)c3)c(C(=O)Nc3ccccc3)n2)cc1. Yields the product O=C(Nc1ccccc1)c1n[nH]cc1-c1cccc(CO)c1. As a reaction SMILES: [CH3:32][O:33][c:34]1[cH:35][cH:36][cH:37][cH:38][cH:39]1.[OH:40][C:41]([C:42]([F:43])([F:44])[F:45])=[O:46].[c:1]1([NH:7][C:8](=[O:9])[c:10]2[n:11][n:12]([CH2:23][c:24]3[cH:25][cH:26][c:27]([O:28][CH3:29])[cH:30][cH:31]3)[cH:13][c:14]2-[c:15]2[cH:16][c:17]([CH2:21][OH:22])[cH:18][cH:19][cH:20]2)[cH:2][cH:3][cH:4][cH:5][cH:6]1>>[c:1]1([NH:7][C:8](=[O:9])[c:10]2[n:11][nH:12][cH:13][c:14]2-[c:15]2[cH:16][c:17]([CH2:21][OH:22])[cH:18][cH:19][cH:20]2)[cH:2][cH:3][cH:4][cH:5][cH:6]1.